This data is from the Open Reaction Database (ORD), a public repository of structured organic reaction records. The task is: describe an organic reaction: reactants, conditions, products, and yield Procedure details: A solution of tert-butyl 4-[(6-methoxy-3-oxo-2,3-dihydrobenzofuran-7-yl)ethynyl]piperidine-1-carboxylate (0.103 g, 0.277 mmol) in methanol (5 mL) was added with 1H-indazole-3-carboxaldehyde (0.0386 g, 0.264 mmol) and piperidine (7 drops), and the mixture was stirred at 60° C. for 2 hours. The reaction mixture was concentrated, and the resulting residue was purified by silica gel column chromatography (chloroform/methanol) to obtain tert-butyl (Z)-4-({2-[(1H-indazol-3-yl)methylene]-6-methoxy-3-ox... Reaction conditions: temperature 60 celsius, time 2 hour. Reagents/catalysts: N1CCCCC1 (piperidine). The reactants are COC1=C(C2=C(C(CO2)=O)C=C1)C#CC1CCN(CC1)C(=O)OC(C)(C)C (tert-butyl 4-[(6-methoxy-3-oxo-2,3-dihydrobenzofuran-7-yl)ethynyl]piperidine-1-carboxylate), N1N=C(C2=CC=CC=C12)C=O (1H-indazole-3-carboxaldehyde). Product: N1N=C(C2=CC=CC=C12)\C=C\1/OC2=C(C1=O)C=CC(=C2C#CC2CCN(CC2)C(=O)OC(C)(C)C)OC (tert-butyl (Z)-4-({2-[(1H-indazol-3-yl)methylene]-6-methoxy-3-oxo-2,3-dihydrobenzofuran-7-yl}ethynyl)piperidine-1-carboxylate). The yield is 79.6%. The solvent is CO (methanol). Reaction SMILES: [CH3:1][O:2][C:3]1[CH:12]=[CH:11][C:6]2[C:7](=[O:10])[CH2:8][O:9][C:5]=2[C:4]=1[C:13]#[C:14][CH:15]1[CH2:20][CH2:19][N:18]([C:21]([O:23][C:24]([CH3:27])([CH3:26])[CH3:25])=[O:22])[CH2:17][CH2:16]1.[NH:28]1[C:36]2[C:31](=[CH:32][CH:33]=[CH:34][CH:35]=2)[C:30]([CH:37]=O)=[N:29]1>CO.N1CCCCC1>[NH:28]1[C:36]2[C:31](=[CH:32][CH:33]=[CH:34][CH:35]=2)[C:30](/[CH:37]=[C:8]2\[O:9][C:5]3[C:4]([C:13]#[C:14][CH:15]4[CH2:20][CH2:19][N:18]([C:21]([O:23][C:24]([CH3:27])([CH3:26])[CH3:25])=[O:22])[CH2:17][CH2:16]4)=[C:3]([O:2][CH3:1])[CH:12]=[CH:11][C:6]=3[C:7]\2=[O:10])=[N:29]1. Starting materials: FC(C=1C=C(CBr)C=CC1)(F)F (3-trifluoromethylbenzylbromide), C1(=CC=CC=C1)P(C1=CC=CC=C1)C1=CC=CC=C1 (triphenylphosphine). Run in C1(=CC=CC=C1)C (toluene). Yields the product [Br-].FC(C=1C=C(C[P+](C2=CC=CC=C2)(C2=CC=CC=C2)C2=CC=CC=C2)C=CC1)(F)F (3-Trifluoromethyl-benzyltriphenylphosphonium bromide). RXN SMILES: [F:1][C:2]([F:12])([F:11])[C:3]1[CH:4]=[C:5]([CH:8]=[CH:9][CH:10]=1)[CH2:6][Br:7].[C:13]1([P:19]([C:26]2[CH:31]=[CH:30][CH:29]=[CH:28][CH:27]=2)[C:20]2[CH:25]=[CH:24][CH:23]=[CH:22][CH:21]=2)[CH:18]=[CH:17][CH:16]=[CH:15][CH:14]=1>C1(C)C=CC=CC=1>[Br-:7].[F:1][C:2]([F:12])([F:11])[C:3]1[CH:4]=[C:5]([CH:8]=[CH:9][CH:10]=1)[CH2:6][P+:19]([C:20]1[CH:21]=[CH:22][CH:23]=[CH:24][CH:25]=1)([C:26]1[CH:31]=[CH:30][CH:29]=[CH:28][CH:27]=1)[C:13]1[CH:14]=[CH:15][CH:16]=[CH:17][CH:18]=1 |f:3.4|. Procedure: A solution of 3-trifluoromethylbenzylbromide (4.6 g, 0.019 mol) and triphenylphosphine (5.0 g, 0.019 mol) in dry toluene (200 mL) was heated to reflux for two hours. The precipitate was filtered off by suction, washed with toluene, and dried in vacuo. The reactants are COC=1C=C(C=O)C=CC1OCC=C (3-Methoxy-4-(2-propenyloxy)benzaldehyde), [OH-].[Na+] (sodium hydroxide), C1(=CC(=CC(=C1)C)C)C (mesitylene). Yields the product C(C=C)C=1C=C(C=O)C=C(C1O)OC (3-allyl-4-hydroxy-5-methoxybenzaldehyde). Reaction SMILES: [CH3:1][O:2][C:3]1[CH:4]=[C:5]([CH:8]=[CH:9][C:10]=1[O:11]CC=C)[CH:6]=[O:7].[OH-].[Na+].[C:17]1(C)[CH:22]=C(C)C=C(C)[CH:18]=1>>[CH2:22]([C:9]1[CH:8]=[C:5]([CH:4]=[C:3]([O:2][CH3:1])[C:10]=1[OH:11])[CH:6]=[O:7])[CH:17]=[CH2:18] |f:1.2|. Reported procedure: 3-Methoxy-4-(2-propenyloxy)benzaldehyde (19.7 g, 0.100 mol) was heated under reflux in 75 ml mesitylene (1,3,5-trimethylbenzene) for 20 hours. After cooling, 250 ml 2N sodium hydroxide were added to the reaction mixture. The aqueous phase was washed two times with diethyl ether. The aqueous phase was subsequently acidified with concentrated hydrochloric acid under ice cooling and then extracted with ethyl acetate. After drying and concentrating the organic phase, there remained a light orange-co... Reactants: C(C1=CC=CC=C1)OC1=CC=C(C=C1)CCCN (3-(4-benzyloxyphenyl)propylamine), [H][H] (hydrogen). The reagents and catalysts are [C].[Pd] (Palladium-carbon). The solvent is C1CCOC1 (THF). Yields the product OC1=CC=C(C=C1)CCCN (3-(4-hydroxyphenyl)propylamine). The yield is 91.1%. RXN SMILES: C([O:8][C:9]1[CH:14]=[CH:13][C:12]([CH2:15][CH2:16][CH2:17][NH2:18])=[CH:11][CH:10]=1)C1C=CC=CC=1.[H][H]>[C].[Pd].C1COCC1>[OH:8][C:9]1[CH:10]=[CH:11][C:12]([CH2:15][CH2:16][CH2:17][NH2:18])=[CH:13][CH:14]=1 |f:2.3|. Procedure: 100% Palladium-carbon catalyst (water content 50%, 120 mg) was added to a solution of 3-(4-benzyloxyphenyl)propylamine (620 mg, 2.57 mmol, 1.0 eq) in THF (10 ml), and the mixture was stirred for 2 hours at room temperature in a stream of hydrogen. The reaction mixture was filtered through Celite, and the filtrate was concentrated under reduced pressure to give 3-(4-hydroxyphenyl)propylamine (354 mg, 91.1%).